This data is from the Open Reaction Database (ORD), a public repository of structured organic reaction records. The task is: describe an organic reaction: reactants, conditions, products, and yield Reactants: CCOC(=O)C (EtOAc), CCOC(=O)C (EtOAc), C(=O)(O)[O-].[Na+] (NaHCO3), FC1=C(OC=2C=C3C=NN(C3=CC2C=2C=NNC2)C2OCCCC2)C=CC(=C1)[N+](=O)[O-] (5-(2-fluoro-4-nitrophenoxy)-6-(1H-pyrazol-4-yl)-1-(tetrahydropyran-2-yl)-1H-indazole), C(C)(C)(C)OC(=O)N1N=CC(=C1)C1=C(C=C2C=NN(C2=C1)C1OCCCC1)OC1=C(C=C(C=C1)[N+](=O)[O-])F (4-[5-(2-fluoro-4-nitro-phenoxy)-1-(tetrahydropyran-2-yl)-1H-indazol-6-yl]-pyrazole-1-carboxylic acid tert-butyl ester), stannous chloride dihydrate. Solvent: CCOC(=O)C.CCO (EtOAc EtOH). Yields the product N1N=CC(=C1)C1=C(C=C2C=NNC2=C1)OC1=C(C=C(N)C=C1)F (4-(6-(1H-Pyrazol-4-yl)-1H-indazol-5-yloxy)-3-fluoroaniline). Isolated yield 265.6%. As a reaction SMILES: [F:1][C:2]1[CH:28]=[C:27]([N+:29]([O-])=O)[CH:26]=[CH:25][C:3]=1[O:4][C:5]1[CH:6]=[C:7]2[C:11](=[CH:12][C:13]=1[C:14]1[CH:15]=[N:16][NH:17][CH:18]=1)[N:10](C1CCCCO1)[N:9]=[CH:8]2.C(OC(N1C=C(C2C=C3C(C=NN3C3CCCCO3)=CC=2OC2C=CC([N+]([O-])=O)=CC=2F)C=N1)=O)(C)(C)C.C([O-])(O)=O.[Na+].CCOC(C)=O>CCOC(C)=O.CCO>[NH:16]1[CH:15]=[C:14]([C:13]2[CH:12]=[C:11]3[C:7]([CH:8]=[N:9][NH:10]3)=[CH:6][C:5]=2[O:4][C:3]2[CH:25]=[CH:26][C:27]([NH2:29])=[CH:28][C:2]=2[F:1])[CH:18]=[N:17]1 |f:2.3,5.6|. Reported procedure: To a solution of 5-(2-fluoro-4-nitrophenoxy)-6-(1H-pyrazol-4-yl)-1-(tetrahydropyran-2-yl)-1H-indazole (900 mg, 2.13 mmol) and 4-[5-(2-fluoro-4-nitro-phenoxy)-1-(tetrahydropyran-2-yl)-1H-indazol-6-yl]-pyrazole-1-carboxylic acid tert-butyl ester (3.1 g, 5.92 mmol) in EtOAc/EtOH (75 mL/75 mL) is added stannous chloride dihydrate (10 g, 52.74 mmol). The reaction mixture is stirred at reflux overnight. After it is cooled and basified with saturated aqueous NaHCO3 to pH 8-9, the mixture is extracted w...